Task: describe an organic reaction: reactants, conditions, products, and yield. Dataset: the Open Reaction Database (ORD), a public repository of structured organic reaction records Starting materials: C(CCC)O[Zr](OCCCC)(OCCCC)OCCCC (tetra-n-butoxyzirconium), C(C)(=O)CC(C)=O (acetylacetone). Run in C1(=CC=CC=C1)C (toluene). Product: C(CCC)O[Zr](OCCCC)OCCCC (tri-n-butoxyzirconium). As a reaction SMILES: [CH2:1]([O:5][Zr:6](OCCCC)([O:12][CH2:13][CH2:14][CH2:15][CH3:16])[O:7][CH2:8][CH2:9][CH2:10][CH3:11])[CH2:2][CH2:3][CH3:4].C(CC(=O)C)(=O)C>C1(C)C=CC=CC=1>[CH2:13]([O:12][Zr:6]([O:7][CH2:8][CH2:9][CH2:10][CH3:11])[O:5][CH2:1][CH2:2][CH2:3][CH3:4])[CH2:14][CH2:15][CH3:16]. Reported procedure: In 88 g of toluene was dissolved 38.3 g (0.1M) of tetra-n-butoxyzirconium, and 10.0 g (0.1M) of acetylacetone was gradually added to the resulting solution with stirring. An exothermic reaction of the mixture took place to give tri-n-butoxyzirconium acetylacetonato.